This data is from the Open Reaction Database (ORD), a public repository of structured organic reaction records. The task is: describe an organic reaction: reactants, conditions, products, and yield The reactants are CC#N, C=CC(C)=O, Fc1ccc2[nH]ccc2c1. The product is CC(=O)CCc1c[nH]c2ccc(F)cc12. Reaction SMILES: [CH3:16][C:17]#[N:18].[CH:11](=[CH2:12])[C:13](=[O:14])[CH3:15].[F:1][c:2]1[cH:3][c:4]2[cH:5][cH:6][nH:7][c:8]2[cH:9][cH:10]1>>[F:1][c:2]1[cH:3][c:4]2[c:5]([CH2:12][CH2:11][C:13](=[O:14])[CH3:15])[cH:6][nH:7][c:8]2[cH:9][cH:10]1. Reactants: O=C([O-])[O-], ClCc1ccc(OCc2ccccc2)cc1, CS(C)=O, CCOC(C)=O, [I-], [K+], [K+], [K+], O=C1NCCN1. Product: O=C1NCCN1Cc1ccc(OCc2ccccc2)cc1. As a reaction SMILES: [C:7](=[O:8])([O-:9])[O-:10].[CH2:15]([c:16]1[cH:17][cH:18][cH:19][cH:20][cH:21]1)[O:22][c:23]1[cH:24][cH:25][c:26]([CH2:27][Cl:28])[cH:29][cH:30]1.[CH3:31][S:32](=[O:33])[CH3:34].[CH3:35][CH2:36][O:37][C:38]([CH3:39])=[O:40].[I-:14].[K+:11].[K+:12].[K+:13].[O:1]=[C:2]1[NH:3][CH2:4][CH2:5][NH:6]1>>[O:1]=[C:2]1[N:3]([CH2:27][c:26]2[cH:25][cH:24][c:23]([O:22][CH2:15][c:16]3[cH:17][cH:18][cH:19][cH:20][cH:21]3)[cH:30][cH:29]2)[CH2:4][CH2:5][NH:6]1. Reactants: O (water), [OH-].[NH4+] (ammonium hydroxide), C(C)(=O)OCCCN1C(NC=2C=NC=3C=C(C=CC3C21)Br)=S (3-(7-bromo-2-thioxo-2,3-dihydro-1H-imidazo[4,5-c]quinolin-1-yl)propyl acetate), IC (iodomethane). The solvent is C(C)O (ethanol). Yields the product C(C)(=O)OCCCN1C(=NC=2C=NC=3C=C(C=CC3C21)Br)SC (3-[7-bromo-2-(methylthio)-1H-imidazo[4,5-c]quinolin-1-yl]propyl acetate). The yield is 74.1%. RXN SMILES: [C:1]([O:4][CH2:5][CH2:6][CH2:7][N:8]1[C:20]2[C:19]3[CH:18]=[CH:17][C:16]([Br:21])=[CH:15][C:14]=3[N:13]=[CH:12][C:11]=2[NH:10][C:9]1=[S:22])(=[O:3])[CH3:2].O.[OH-].[NH4+].I[CH3:27]>C(O)C>[C:1]([O:4][CH2:5][CH2:6][CH2:7][N:8]1[C:20]2[C:19]3[CH:18]=[CH:17][C:16]([Br:21])=[CH:15][C:14]=3[N:13]=[CH:12][C:11]=2[N:10]=[C:9]1[S:22][CH3:27])(=[O:3])[CH3:2] |f:2.3|. Reported procedure: To a round-bottomed flask containing 3-(7-bromo-2-thioxo-2,3-dihydro-1H-imidazo[4,5-c]quinolin-1-yl)propyl acetate (28.9 g, 76.0 mmol) was added water (180 mL), ethanol (180 mL), and ammonium hydroxide (38 mL). The resulting suspension was stirred at ambient temperature. To this suspension was added iodomethane (9.5 mL, 152 mmol), and the reaction was stirred for 2 h. The suspension was filtered through a sintered glass funnel and the residue was washed with diethyl ether and dried under reduced... Reactants: BrC=1C=NC(=NC1)O[C@H]1CN2CCC1CC2 ((3R)-3-[(5-bromopyrimidin-2-yl)oxy]quinuclidine), N1C=CC2=CC(=CC=C12)B(O)O (5-indolylboronic acid), N (NH3). Product: N12C[C@@H](C(CC1)CC2)OC2=NC=C(C=N2)C=2C=C1C=CNC1=CC2 (5-{2-[(3R)-1-azabicyclo[2.2.2]oct-3-yloxy]pyrimidin-5-yl}-1H-indole). As a reaction SMILES: Br[C:2]1[CH:3]=[N:4][C:5]([O:8][C@@H:9]2[CH:14]3[CH2:15][CH2:16][N:11]([CH2:12][CH2:13]3)[CH2:10]2)=[N:6][CH:7]=1.[NH:17]1[C:25]2[C:20](=[CH:21][C:22](B(O)O)=[CH:23][CH:24]=2)[CH:19]=[CH:18]1.N>>[N:11]12[CH2:16][CH2:15][CH:14]([CH2:13][CH2:12]1)[C@@H:9]([O:8][C:5]1[N:4]=[CH:3][C:2]([C:22]3[CH:21]=[C:20]4[C:25](=[CH:24][CH:23]=3)[NH:17][CH:18]=[CH:19]4)=[CH:7][N:6]=1)[CH2:10]2. Procedure details: The product of Example 11A (283 mg, 1 mmol) was coupled with 5-indolylboronic acid (Aldrich, 193 mg, 1.2 mmol) according to the procedure of Example 3A. The title product was purified by preparative HPLC (Gilson, column, Symmetry® C-8 7 μm, 40×100 mm. Eluting Solvent, MeCN/H2O (with 0.2% v. TFA) (v. 90/10 to 10/90 over 20 min. flow rate, 75 mL/min., uv, 250 nm) as solid (40 mg, yield, 12%). 1H NMR (300 MHz, CD3OD) δ 1.50–1.63 (m, 1H), 1.67–1.93 (m, 2H), 2.04–2.17 (m, 1H), 2.24–2.31 (m, 1H), 2.75... Reactants: C(C)(C)(C)C1=CC=C(CNCCC2=CC(=C(C=C2)F)Cl)C=C1 ((4-tert-butyl-benzyl)-[2-(3-chloro-4-fluoro-phenyl)-ethyl]-amine), ClC=1C=C2C=CNC2=C(C1F)C(=O)O (5-chloro-6-fluoro-1H-indole-7-carboxylic acid), CN(C)C(=[N+](C)C)ON1C2=C(C=CC=C2)N=N1.[B-](F)(F)(F)F (TBTU), C(C)(C)N(C(C)C)CC (N,N-diisopropylethyl amine). Run in CN(C)C=O (DMF), O (water), CN(C)C=O (DMF). Reaction conditions: time 5 minute. Yields the product C(C)(C)(C)C1=CC=C(CN(C(=O)C=2C(=C(C=C3C=CNC23)Cl)F)CCC2=CC(=C(C=C2)F)Cl)C=C1 (5-Chloro-6-fluoro-1H-indole-7-carboxylic acid (4-tert-butyl-benzyl)-[2-(3-chloro-4-fluoro-phenyl)-ethyl]-amide). Yield: 52.0%. Reaction SMILES: [Cl:1][C:2]1[CH:3]=[C:4]2[C:8](=[C:9]([C:12]([OH:14])=O)[C:10]=1[F:11])[NH:7][CH:6]=[CH:5]2.CN(C(ON1N=NC2C=CC=CC1=2)=[N+](C)C)C.[B-](F)(F)(F)F.C(N(CC)C(C)C)(C)C.[C:46]([C:50]1[CH:67]=[CH:66][C:53]([CH2:54][NH:55][CH2:56][CH2:57][C:58]2[CH:63]=[CH:62][C:61]([F:64])=[C:60]([Cl:65])[CH:59]=2)=[CH:52][CH:51]=1)([CH3:49])([CH3:48])[CH3:47]>CN(C=O)C.O>[C:46]([C:50]1[CH:67]=[CH:66][C:53]([CH2:54][N:55]([CH2:56][CH2:57][C:58]2[CH:63]=[CH:62][C:61]([F:64])=[C:60]([Cl:65])[CH:59]=2)[C:12]([C:9]2[C:10]([F:11])=[C:2]([Cl:1])[CH:3]=[C:4]3[C:8]=2[NH:7][CH:6]=[CH:5]3)=[O:14])=[CH:52][CH:51]=1)([CH3:49])([CH3:47])[CH3:48] |f:1.2|. Procedure: To a solution of 100 mg (0.47 mmol) 5-chloro-6-fluoro-1H-indole-7-carboxylic acid and 150 mg of TBTU (0.47 mmol) in 7 ml DMF, were added 0.4 ml (2.34 mmol) of N,N-diisopropylethyl amine. After stirring for 5 min at rt, 150 mg (0.47 mmol) (4-tert-butyl-benzyl)-[2-(3-chloro-4-fluoro-phenyl)-ethyl]-amine in 1 ml DMF was added. After stirring for 17 h at rt, the reaction mixture was diluted with 80 ml water and extracted with EtOAc (2×). The combined organic phases were washed with water and brine, ... Starting materials: CCCCn1cc(C(=O)C(F)(F)F)c2ccccc21, CO, Cc1ccccc1, CCOC(C)=O, [K+], [OH-], O, O=P(O)(O)O. Product: CCCCn1cc(C(=O)O)c2ccccc21. As a reaction SMILES: [CH2:3]([CH2:4][CH2:5][CH3:6])[n:7]1[cH:8][c:9]([C:16]([C:17]([F:18])([F:19])[F:20])=[O:21])[c:10]2[cH:11][cH:12][cH:13][cH:14][c:15]12.[CH3:28][OH:29].[CH3:30][c:31]1[cH:32][cH:33][cH:34][cH:35][cH:36]1.[CH3:37][CH2:38][O:39][C:40](=[O:41])[CH3:42].[K+:2].[OH-:1].[OH2:22].[P:23]([OH:24])(=[O:25])([OH:26])[OH:27]>>[CH2:3]([CH2:4][CH2:5][CH3:6])[n:7]1[cH:8][c:9]([C:16]([OH:21])=[O:24])[c:10]2[cH:11][cH:12][cH:13][cH:14][c:15]12. Reactants: CC1=CC(=NC(=C1)C)C1=NC(=CC(=C1)C)C (4,4',6,6'-Tetramethyl-2,2'-bipyridine), N (ammonia), [Na] (sodium), C(C1=CC=CC=C1)Br (Benzyl bromide), [Na] (sodium). Procedure details: To liquid ammonia (20 ml) at -50° C. enough sodium was added to maintain a blue colored solution. Iron (III) nitrate (20 mg) was added and then sodium (0.19 g, 0.008 gr.atom). After 45 minutes 4,4',6,6'-tetramethyl-2,2'-bipyridine (26) (1.06 g, 5.00 mmoles) was added in small portions and the mixture was stirred for 1.5 hours at -50° C. Benzyl bromide (1.88 g, 11.0 mmoles) was added at -50° C. during 2 hours. The mixture was allowed to warm and water (50 ml), ethanol (20 ml) and chloroform (30 m... The reagents and catalysts are [N+](=O)([O-])[O-].[Fe+3].[N+](=O)([O-])[O-].[N+](=O)([O-])[O-] (Iron (III) nitrate). RXN SMILES: N.[Na].[CH3:3][C:4]1[CH:9]=[C:8]([CH3:10])[N:7]=[C:6]([C:11]2[CH:16]=[C:15]([CH3:17])[CH:14]=[C:13]([CH3:18])[N:12]=2)[CH:5]=1.[CH2:19](Br)[C:20]1[CH:25]=[CH:24][CH:23]=[CH:22][CH:21]=1>[N+]([O-])([O-])=O.[Fe+3].[N+]([O-])([O-])=O.[N+]([O-])([O-])=O.C(Cl)(Cl)Cl.C(O)C.O>[C:20]1([CH2:19][CH2:3][C:4]2[CH:9]=[C:8]([CH3:10])[N:7]=[C:6]([C:11]3[CH:16]=[C:15]([CH2:17][CH2:19][C:20]4[CH:25]=[CH:24][CH:23]=[CH:22][CH:21]=4)[CH:14]=[C:13]([CH3:18])[N:12]=3)[CH:5]=2)[CH:25]=[CH:24][CH:23]=[CH:22][CH:21]=1 |f:4.5.6.7,^1:1|. Reaction conditions: temperature -50 celsius, time 1.5 hour. The solvent is C(Cl)(Cl)Cl (chloroform), C(C)O (ethanol), O (water). Product: C1(=CC=CC=C1)CCC1=CC(=NC(=C1)C)C1=NC(=CC(=C1)CCC1=CC=CC=C1)C (4,4'-Bis(2-phenylethyl)-6,6'-dimethyl-2,2'-bipyridine). Starting materials: C(C1=CC=CC=C1)N1CCC(CC1)(C(=O)N)NC1=CC=C(C=C1)F (1-benzyl-4-(4-fluoro-phenylamino)-piperidine-4-carboxylic acid amide), COC(N(C)C)OC (dimethoxy-N,N-dimethylmethanamine). Solvent: C1(=CC=CC=C1)C (toluene). The product is C(C1=CC=CC=C1)N1CCC2(C(N=CN2C2=CC=C(C=C2)F)=O)CC1 (8-benzyl-1-(4-fluoro-phenyl)-1,3,8-triaza-spiro[4.5]dec-2-en-4-one). RXN SMILES: [CH2:1]([N:8]1[CH2:13][CH2:12][C:11]([NH:17][C:18]2[CH:23]=[CH:22][C:21]([F:24])=[CH:20][CH:19]=2)([C:14]([NH2:16])=[O:15])[CH2:10][CH2:9]1)[C:2]1[CH:7]=[CH:6][CH:5]=[CH:4][CH:3]=1.[CH3:25]OC(OC)N(C)C>C1(C)C=CC=CC=1>[CH2:1]([N:8]1[CH2:13][CH2:12][C:11]2([N:17]([C:18]3[CH:19]=[CH:20][C:21]([F:24])=[CH:22][CH:23]=3)[CH:25]=[N:16][C:14]2=[O:15])[CH2:10][CH2:9]1)[C:2]1[CH:3]=[CH:4][CH:5]=[CH:6][CH:7]=1. Reported procedure: Mix 1-benzyl-4-(4-fluoro-phenylamino)-piperidine-4-carboxylic acid amide (20 mmol) and hot toluene (240 mL). Add dimethoxy-N,N-dimethylmethanamine (20 mL) and heat at reflux for 48 h. Concentrate in vacuo to obtain a residue. Purify to obtain the title compound. Starting materials: CC(=O)O, C1CCNCC1, CC(=O)CC(N)=O, CC(C)O, O=Cc1ccc(Cl)c(F)c1. Yields the product CC(=O)C(=Cc1ccc(Cl)c(F)c1)C(N)=O. Reaction SMILES: [C:18]([OH:19])(=[O:20])[CH3:21].[CH2:22]1[CH2:23][CH2:24][NH:25][CH2:26][CH2:27]1.[CH3:11][C:12](=[O:13])[CH2:14][C:15]([NH2:16])=[O:17].[CH:28]([OH:29])([CH3:30])[CH3:31].[Cl:1][c:2]1[c:3]([F:10])[cH:4][c:5]([CH:6]=[O:7])[cH:8][cH:9]1>>[Cl:1][c:2]1[c:3]([F:10])[cH:4][c:5]([CH:6]=[C:14]([C:12]([CH3:11])=[O:13])[C:15]([NH2:16])=[O:17])[cH:8][cH:9]1. The reactants are COc1cc(C(=O)NS(=O)(=O)c2ccccc2C)ccc1Cc1cn(C)c2ccc(C(=O)O)cc12, CC(CN)CC(F)(F)F, CN(C)c1ccncc1, CCOC(C)=O, Cl, C1CCOC1. Product: COc1cc(C(=O)NS(=O)(=O)c2ccccc2C)ccc1Cc1cn(C)c2ccc(C(=O)NCC(C)CC(F)(F)F)cc12. Reaction SMILES: [C:1](=[O:2])([OH:3])[c:4]1[cH:5][c:6]2[c:7]([CH2:14][c:15]3[c:16]([O:34][CH3:35])[cH:17][c:18]([C:19](=[O:20])[NH:21][S:22](=[O:23])(=[O:24])[c:25]4[c:26]([CH3:31])[cH:27][cH:28][cH:29][cH:30]4)[cH:32][cH:33]3)[cH:8][n:9]([CH3:13])[c:10]2[cH:11][cH:12]1.[CH3:37][CH:38]([CH2:39][NH2:40])[CH2:41][C:42]([F:43])([F:44])[F:45].[CH3:46][N:47]([CH3:48])[c:49]1[cH:50][cH:51][n:52][cH:53][cH:54]1.[CH3:60][CH2:61][O:62][C:63](=[O:64])[CH3:65].[ClH:36].[O:55]1[CH2:56][CH2:57][CH2:58][CH2:59]1>>[C:1](=[O:2])([c:4]1[cH:5][c:6]2[c:7]([CH2:14][c:15]3[c:16]([O:34][CH3:35])[cH:17][c:18]([C:19](=[O:20])[NH:21][S:22](=[O:23])(=[O:24])[c:25]4[c:26]([CH3:31])[cH:27][cH:28][cH:29][cH:30]4)[cH:32][cH:33]3)[cH:8][n:9]([CH3:13])[c:10]2[cH:11][cH:12]1)[NH:40][CH2:39][CH:38]([CH3:37])[CH2:41][C:42]([F:43])([F:44])[F:45].